Task: describe an organic reaction: reactants, conditions, products, and yield. Dataset: the Open Reaction Database (ORD), a public repository of structured organic reaction records Starting materials: CCN1CCNCC1, ClCc1ccc(-c2cc3c(NCc4cccc(Cl)c4)ncnc3[nH]2)cc1, C1COCCO1. The product is CCN1CCN(Cc2ccc(-c3cc4c(NCc5cccc(Cl)c5)ncnc4[nH]3)cc2)CC1. Reaction SMILES: [CH2:27]([CH3:28])[N:29]1[CH2:30][CH2:31][NH:32][CH2:33][CH2:34]1.[Cl:1][c:2]1[cH:3][c:4]([CH2:5][NH:6][c:7]2[c:8]3[c:9]([n:10][cH:11][n:12]2)[nH:13][c:14](-[c:16]2[cH:17][cH:18][c:19]([CH2:22][Cl:23])[cH:20][cH:21]2)[cH:15]3)[cH:24][cH:25][cH:26]1.[O:35]1[CH2:36][CH2:37][O:38][CH2:39][CH2:40]1>>[Cl:1][c:2]1[cH:3][c:4]([CH2:5][NH:6][c:7]2[c:8]3[c:9]([n:10][cH:11][n:12]2)[nH:13][c:14](-[c:16]2[cH:17][cH:18][c:19]([CH2:22][N:32]4[CH2:31][CH2:30][N:29]([CH2:27][CH3:28])[CH2:34][CH2:33]4)[cH:20][cH:21]2)[cH:15]3)[cH:24][cH:25][cH:26]1. Reactants: CC(=O)OC(C)=O, CC(C)OC(C)C, ClC(Cl)Cl, CCOC(=O)CC(=O)c1cc(F)c(N2CCC(N)C2)nc1Nc1ccc(F)cc1F. The product is CCOC(=O)CC(=O)c1cc(F)c(N2CCC(NC(C)=O)C2)nc1Nc1ccc(F)cc1F. As a reaction SMILES: [CH3:31][C:32](=[O:33])[O:34][C:35](=[O:36])[CH3:37].[CH:38]([O:39][CH:40]([CH3:41])[CH3:42])([CH3:43])[CH3:44].[CH:45]([Cl:46])([Cl:47])[Cl:48].[NH2:1][CH:2]1[CH2:3][N:4]([c:7]2[n:8][c:9]([NH:22][c:23]3[c:24]([F:30])[cH:25][c:26]([F:29])[cH:27][cH:28]3)[c:10]([C:11](=[O:12])[CH2:13][C:14](=[O:15])[O:16][CH2:17][CH3:18])[cH:19][c:20]2[F:21])[CH2:5][CH2:6]1>>[NH:1]([CH:2]1[CH2:3][N:4]([c:7]2[n:8][c:9]([NH:22][c:23]3[c:24]([F:30])[cH:25][c:26]([F:29])[cH:27][cH:28]3)[c:10]([C:11](=[O:12])[CH2:13][C:14](=[O:15])[O:16][CH2:17][CH3:18])[cH:19][c:20]2[F:21])[CH2:5][CH2:6]1)[C:32]([CH3:31])=[O:33]. Starting materials: C(C)(C)(C)OC(C(C)(C)SC=1SC=C(N1)CCO)=O (2-{[4-(2-hydroxyethyl)-1,3-thiazol-2-yl]thio}-2-methylpropionic acid tert-butyl ester), NC1=CC=NC=C1 (4-aminopyridine), Cl.O1CCOCC1 (hydrochloric acid dioxane). Run in O1CCOCC1 (dioxane). Run at time 12 hour. The product is Cl.C(CCCCCC)N(CCC=1N=C(SC1)SC(C(=O)O)(C)C)C1=CC=NC=C1 (2-[(4-{2-[heptyl(pyridin-4-yl)amino]ethyl}-1,3-thiazol-2-yl)thio]-2-methylpropionic acid hydrochloride). As a reaction SMILES: C([O:5][C:6](=[O:19])[C:7]([S:10][C:11]1[S:12][CH:13]=[C:14]([CH2:16][CH2:17]O)[N:15]=1)([CH3:9])[CH3:8])(C)(C)C.[NH2:20][C:21]1[CH:26]=[CH:25][N:24]=[CH:23][CH:22]=1.[ClH:27].O1[CH2:33][CH2:32]OCC1>O1CCOCC1>[ClH:27].[CH2:23]([N:20]([C:21]1[CH:26]=[CH:25][N:24]=[CH:23][CH:22]=1)[CH2:17][CH2:16][C:14]1[N:15]=[C:11]([S:10][C:7]([CH3:8])([CH3:9])[C:6]([OH:5])=[O:19])[S:12][CH:13]=1)[CH2:22][CH2:21][CH2:26][CH2:25][CH2:32][CH3:33] |f:2.3,5.6|. Reported procedure: A compound obtained using 2-{[4-(2-hydroxyethyl)-1,3-thiazol-2-yl]thio}-2-methylpropionic acid tert-butyl ester synthesized in Example 4 and 4-aminopyridine as starting materials and by operations similar to those of Reference Example 14, Example 286-1, Example 286-2 and Example 265-2 was dissolved in dioxane, an excess amount of 4 mol/L hydrochloric acid-dioxane was added, and the mixture was stirred at room temperature for 12 hr. The reaction mixture was concentrated under reduced pressure, an... Starting materials: C(C)(C)(C)OC(=O)N1CCC(CC1)CSC=1N(C(=CN1)C(C)(C)C1=CC(=C(C=C1)Cl)OC)C1=CC=C(C=C1)F (tert-butyl-4-((5-(2-(4-chloro-3-methoxyphenyl)propan-2-yl)-1-(4-fluorophenyl)-1H-imidazol-2-ylthio)methyl)piperidine-1-carboxylate), C(=O)(C(F)(F)F)O (TFA). Solvent: C(Cl)Cl (DCM). Run at time 2 hour. Product: ClC1=C(C=C(C=C1)C(C)(C)C1=CN=C(N1C1=CC=C(C=C1)F)SCC1CCNCC1)OC (4-((5-(2-(4-chloro-3-methoxyphenyl)propan-2-yl)-1-(4-fluorophenyl)-1H-imidazol-2-ylthio)methyl)piperidine). Isolated yield 79.1%. Reaction SMILES: C(OC([N:8]1[CH2:13][CH2:12][CH:11]([CH2:14][S:15][C:16]2[N:17]([C:33]3[CH:38]=[CH:37][C:36]([F:39])=[CH:35][CH:34]=3)[C:18]([C:21]([C:24]3[CH:29]=[CH:28][C:27]([Cl:30])=[C:26]([O:31][CH3:32])[CH:25]=3)([CH3:23])[CH3:22])=[CH:19][N:20]=2)[CH2:10][CH2:9]1)=O)(C)(C)C.C(O)(C(F)(F)F)=O>C(Cl)Cl>[Cl:30][C:27]1[CH:28]=[CH:29][C:24]([C:21]([C:18]2[N:17]([C:33]3[CH:34]=[CH:35][C:36]([F:39])=[CH:37][CH:38]=3)[C:16]([S:15][CH2:14][CH:11]3[CH2:12][CH2:13][NH:8][CH2:9][CH2:10]3)=[N:20][CH:19]=2)([CH3:23])[CH3:22])=[CH:25][C:26]=1[O:31][CH3:32]. Reported procedure: To a 0° C. solution of tert-butyl-4-((5-(2-(4-chloro-3-methoxyphenyl)propan-2-yl)-1-(4-fluorophenyl)-1H-imidazol-2-ylthio)methyl)piperidine-1-carboxylate (0.755 g, 1.31 mmol) in DCM (4 mL) was added TFA (1 mL). After stirring at room temperature 2 h, when the reaction was determined to be complete by LCMS, the reaction was concentrated in vacuo. The residue was diluted with DCM, washed with satd NaHCO3 and brine, dried over MgSO4 and concentrated in vacuo to afford 4-((5-(2-(4-chloro-3-methoxyph... The reactants are CCOC(=O)c1nccnc1CBr, NC(N)=S, C1CCOC1. Yields the product Br, CCOC(=O)c1nccnc1CSC(=N)N. As a reaction SMILES: [CH2:5]([CH3:6])[O:7][C:8](=[O:9])[c:10]1[n:11][cH:12][cH:13][n:14][c:15]1[CH2:16][Br:17].[NH2:1][C:2]([NH2:3])=[S:4].[O:18]1[CH2:19][CH2:20][CH2:21][CH2:22]1>>[BrH:17].[NH2:1][C:2](=[NH:3])[S:4][CH2:16][c:15]1[c:10]([C:8]([O:7][CH2:5][CH3:6])=[O:9])[n:11][cH:12][cH:13][n:14]1. Reactants: CC(=O)[O-], CC(=O)[O-], Cc1ccc(N)c(C)n1, CC(C)(C)[O-], COc1c(Cl)ncnc1OC1CCN(C(=O)OC(C)C)CC1, [Na+], C1COCCO1, [Pd+2]. Product: COc1c(Nc2ccc(C)nc2C)ncnc1OC1CCN(C(=O)OC(C)C)CC1. As a reaction SMILES: [C:44]([O-:45])(=[O:46])[CH3:47].[C:49]([O-:50])(=[O:51])[CH3:52].[CH3:23][c:24]1[n:25][c:26]([CH3:31])[cH:27][cH:28][c:29]1[NH2:30].[CH3:32][C:33]([O-:34])([CH3:35])[CH3:36].[CH:1]([CH3:2])([CH3:3])[O:4][C:5](=[O:6])[N:7]1[CH2:8][CH2:9][CH:10]([O:13][c:14]2[n:15][cH:16][n:17][c:18]([Cl:22])[c:19]2[O:20][CH3:21])[CH2:11][CH2:12]1.[Na+:37].[O:38]1[CH2:39][CH2:40][O:41][CH2:42][CH2:43]1.[Pd+2:48]>>[CH:1]([CH3:2])([CH3:3])[O:4][C:5](=[O:6])[N:7]1[CH2:8][CH2:9][CH:10]([O:13][c:14]2[n:15][cH:16][n:17][c:18]([NH:30][c:29]3[c:24]([CH3:23])[n:25][c:26]([CH3:31])[cH:27][cH:28]3)[c:19]2[O:20][CH3:21])[CH2:11][CH2:12]1.